From a dataset of the Open Reaction Database (ORD), a public repository of structured organic reaction records. describe an organic reaction: reactants, conditions, products, and yield The reactants are C(C)(C)NC (Isopropyl-methyl-amine), [N+](=O)([O-])C1=C(C=CC(=C1)[N+](=O)[O-])OC(CBr)=O (bromo-acetic acid 2,4-dinitro-phenyl ester). Run in C(Cl)Cl (DCM). Run at time 3 hour. Yields the product BrCC(=O)N(C)C(C)C (2-Bromo-N-isopropyl-N-methyl-acetamide). RXN SMILES: [CH:1]([NH:4][CH3:5])([CH3:3])[CH3:2].[N+](C1C=C([N+]([O-])=O)C=CC=1O[C:19](=[O:22])[CH2:20][Br:21])([O-])=O>C(Cl)Cl>[Br:21][CH2:20][C:19]([N:4]([CH:1]([CH3:3])[CH3:2])[CH3:5])=[O:22]. Procedure details: Isopropyl-methyl-amine (154 μL, 1.48 mmol) was added to a stirred solution of bromo-acetic acid 2,4-dinitro-phenyl ester (450 mg, 1.48 mmol) in DCM (4 mL). After stirring for 3 h at room temperature the organic layer was extracted twice with 0.1 M NaOH solution (30 mL). The organic layer was dried over Na2SO4, filtered, and concentrated in vacuo. The resulting title compound was used for the next reaction without purification. MS (m/z): 194.0 [M+H+]. Reactants: C([O-])([O-])=O.[K+].[K+] (potassium carbonate), resultant mixture, CC(C)O (2-propanol), CN(C1=NC=NC(=C1[N+](=O)[O-])OCC)C (4-dimethylamino-6-ethoxy-5-nitropyrimidine), C(C)(=O)O (acetic acid). The reagents and catalysts are [Fe] (iron). The solvent is O (water), CC(=O)C (Acetone), O (water). Conditions: temperature 80 celsius, time 1 hour. Product: NC=1C(=NC=NC1OCC)N(C)C (5-amino-4-dimethylamino-6-ethoxypyrimidine). Yield: 90.0%. RXN SMILES: C(O)(=O)C.CC(O)C.[CH3:9][N:10]([CH3:23])[C:11]1[C:16]([N+:17]([O-])=O)=[C:15]([O:20][CH2:21][CH3:22])[N:14]=[CH:13][N:12]=1.C(=O)([O-])[O-].[K+].[K+]>O.[Fe].CC(C)=O>[NH2:17][C:16]1[C:11]([N:10]([CH3:9])[CH3:23])=[N:12][CH:13]=[N:14][C:15]=1[O:20][CH2:21][CH3:22] |f:3.4.5|. Procedure details: A mixture of 3 g of iron dust, 0.3 g of acetic acid and 2.5 ml of water was refluxed with heating for 30 minutes, allowed to cool at 80° C. and mixed with 10 ml of 2-propanol and gradually 2.33 g of 4-dimethylamino-6-ethoxy-5-nitropyrimidine. The resultant mixture was stirred at the same temperature for 1 hour, allowed to cool at 40° C., mixed with solution of 0.9 g of potassium carbonate in 1.5 ml of water and stirred for further 1 hour. Acetone was added to the mixture, which was filtered thro... Starting materials: N1(N=CN=C1)C1(CC1)C(=O)C1=CC=C(C=C1)Cl (4-chlorophenyl 1-(1, 2, 4-triazol-1-yl)-cyclopropyl ketone), Cl.NO (hydroxylamine hydrochloride), C(C)(=O)[O-].[Na+] (sodium acetate). Run in C(C)O (ethanol), O (water). Product: N1(N=CN=C1)C1(CC1)C(C1=CC=C(C=C1)Cl)=NO (4-Chlorophenyl 1-(1, 2, 4-triazol-1-yl)-cyclopropyl ketone oxime). Isolated yield 82.6%. Reaction SMILES: [N:1]1([C:6]2([C:9]([C:11]3[CH:16]=[CH:15][C:14]([Cl:17])=[CH:13][CH:12]=3)=O)[CH2:8][CH2:7]2)[CH:5]=[N:4][CH:3]=[N:2]1.Cl.[NH2:19][OH:20].C([O-])(=O)C.[Na+]>C(O)C.O>[N:1]1([C:6]2([C:9](=[N:19][OH:20])[C:11]3[CH:16]=[CH:15][C:14]([Cl:17])=[CH:13][CH:12]=3)[CH2:8][CH2:7]2)[CH:5]=[N:4][CH:3]=[N:2]1 |f:1.2,3.4|. Procedure: 24.8 g (0.1 mol) of 4-chlorophenyl 1-(1, 2, 4-triazol-1-yl)-cyclopropyl ketone were refluxed for 4 hours with 10.4 g of hydroxylamine hydrochloride, 10.6 g of sodium acetate in 200 ml of ethanol and 100 ml of water, the solvent was removed in vacuo, and the crystal slurry obtained was triturated with water. 21.7 g (83%) of the title compound were obtained as colorless crystals of melting point 186°-218° C. Reactants: CC(=O)OC(C)=O, N#Cc1nc(Cl)c(SCCN)nc1N, c1ccncc1. The product is CC(=O)NCCSc1nc(N)c(C#N)nc1Cl. RXN SMILES: [CH3:15][C:16](=[O:17])[O:18][C:19](=[O:20])[CH3:21].[NH2:1][c:2]1[n:3][c:4]([S:11][CH2:12][CH2:13][NH2:14])[c:5]([Cl:10])[n:6][c:7]1[C:8]#[N:9].[cH:22]1[cH:23][cH:24][n:25][cH:26][cH:27]1>>[NH2:1][c:2]1[n:3][c:4]([S:11][CH2:12][CH2:13][NH:14][C:16]([CH3:15])=[O:17])[c:5]([Cl:10])[n:6][c:7]1[C:8]#[N:9]. The reactants are S(=S)(=O)([O-])[O-].[Na+].[Na+] (sodium thiosulfate), C(Cl)Cl (methylene chloride), C(C)(C)(C)OC(=O)CN1C(N(C=CC1=O)CC(=O)N[C@@H](C(C)C)C(=O)N1[C@H](C(=O)N[C@H](C(O)C=2OC3=C(N2)C=CC=C3)C(C)C)CCC1)=O (2-(3-tert-butoxycarbonylmethyl-2,4-dioxo-1-pyrimidinyl)acetyl-L-valyl-N-[(1S)-2-(2-benzoxazolyl)-1-isopropyl-2-hydroxyethyl]-L-prolinamide), CC(=O)OI1(C=2C=CC=CC2C(=O)O1)(OC(=O)C)OC(=O)C (Dess-Martin reagent). Solvent: C(C)(C)(C)O (t-butyl alcohol). Yields the product C(C)(C)(C)OC(=O)CN1C(N(C=CC1=O)CC(=O)N[C@@H](C(C)C)C(=O)N1[C@H](C(=O)N[C@H](C(=O)C=2OC3=C(N2)C=CC=C3)C(C)C)CCC1)=O (2-(3-tert-butoxycarbonylmethyl-2,4-dioxo-1-pyrimidinyl)acetyl-L-valyl-N-[(1S)-2-(2-benzoxazolyl)-1-isopropyl-2-oxoethyl]-L-prolinamide). Isolated yield 80.2%. As a reaction SMILES: C(Cl)Cl.[C:4]([O:8][C:9]([CH2:11][N:12]1[C:17](=[O:18])[CH:16]=[CH:15][N:14]([CH2:19][C:20]([NH:22][C@H:23]([C:27]([N:29]2[CH2:51][CH2:50][CH2:49][C@H:30]2[C:31]([NH:33][C@@H:34]([CH:46]([CH3:48])[CH3:47])[CH:35]([C:37]2[O:38][C:39]3[CH:45]=[CH:44][CH:43]=[CH:42][C:40]=3[N:41]=2)[OH:36])=[O:32])=[O:28])[CH:24]([CH3:26])[CH3:25])=[O:21])[C:13]1=[O:52])=[O:10])([CH3:7])([CH3:6])[CH3:5].CC(OI1(OC(C)=O)(OC(C)=O)OC(=O)C2C=CC=CC1=2)=O.S([O-])([O-])(=O)=S.[Na+].[Na+]>C(O)(C)(C)C>[C:4]([O:8][C:9]([CH2:11][N:12]1[C:17](=[O:18])[CH:16]=[CH:15][N:14]([CH2:19][C:20]([NH:22][C@H:23]([C:27]([N:29]2[CH2:51][CH2:50][CH2:49][C@H:30]2[C:31]([NH:33][C@@H:34]([CH:46]([CH3:47])[CH3:48])[C:35]([C:37]2[O:38][C:39]3[CH:45]=[CH:44][CH:43]=[CH:42][C:40]=3[N:41]=2)=[O:36])=[O:32])=[O:28])[CH:24]([CH3:26])[CH3:25])=[O:21])[C:13]1=[O:52])=[O:10])([CH3:7])([CH3:6])[CH3:5] |f:3.4.5|. Procedure: To methylene chloride (30 ml) containing 2-(3-tert-butoxy-carbonylmethyl-2,4-dioxo-1-pyrimidinyl)acetyl-L-valyl-N-[(1S)-2-(2-benzoxazolyl)-1-isopropyl-2-hydroxyethyl]-L-prolinamide (1.5 g) obtained in Example 9 are added t-butyl alcohol (0.16 g) and a Dess-Martin reagent (1.9 g), and the mixture is stirred at room temperature for one hour. The reaction solution is poured into a saturated aqueous sodium thiosulfate solution, and the mixture is extracted with ethyl acetate. The extract is washed s... Reactants: C1=C(C=CC2=CC=CC=C12)B(O)O (2-naphthaleneboronic acid), BrC1=CC=2C(C3=CC(=CC=C3C2C=C1)I)(C)C (2-bromo-7-iodo-9,9-dimethylfluorene), C1(=CC=CC=C1)C (toluene), C([O-])([O-])=O.[Na+].[Na+] (sodium carbonate). Reagents/catalysts: C=1C=CC(=CC1)[P](C=2C=CC=CC2)(C=3C=CC=CC3)[Pd]([P](C=4C=CC=CC4)(C=5C=CC=CC5)C=6C=CC=CC6)([P](C=7C=CC=CC7)(C=8C=CC=CC8)C=9C=CC=CC9)[P](C=1C=CC=CC1)(C=1C=CC=CC1)C=1C=CC=CC1 (tetrakis(triphenylphosphine)palladium). Solvent: C(OC)COC (dimethoxyethane), O (water). Run at time 8 hour. Yields the product BrC1=CC=2C(C3=CC(=CC=C3C2C=C1)C1=CC2=CC=CC=C2C=C1)(C)C (2-bromo-9,9-dimethyl-7-(naphthalene-2-yl)-9H-fluorene). Yield: 65.9%. As a reaction SMILES: [CH:1]1[C:10]2[C:5](=[CH:6][CH:7]=[CH:8][CH:9]=2)[CH:4]=[CH:3][C:2]=1B(O)O.[Br:14][C:15]1[CH:27]=[CH:26][C:25]2[C:24]3[C:19](=[CH:20][C:21](I)=[CH:22][CH:23]=3)[C:18]([CH3:30])([CH3:29])[C:17]=2[CH:16]=1.C1(C)C=CC=CC=1.C(=O)([O-])[O-].[Na+].[Na+]>C1C=CC([P]([Pd]([P](C2C=CC=CC=2)(C2C=CC=CC=2)C2C=CC=CC=2)([P](C2C=CC=CC=2)(C2C=CC=CC=2)C2C=CC=CC=2)[P](C2C=CC=CC=2)(C2C=CC=CC=2)C2C=CC=CC=2)(C2C=CC=CC=2)C2C=CC=CC=2)=CC=1.O.C(COC)OC>[Br:14][C:15]1[CH:27]=[CH:26][C:25]2[C:24]3[C:19](=[CH:20][C:21]([C:2]4[CH:3]=[CH:4][C:5]5[C:10](=[CH:9][CH:8]=[CH:7][CH:6]=5)[CH:1]=4)=[CH:22][CH:23]=3)[C:18]([CH3:30])([CH3:29])[C:17]=2[CH:16]=1 |f:3.4.5,^1:47,49,68,87|. Procedure: In argon atmosphere, a mixture of 13.91 g (80.9 mmol) of 2-naphthaleneboronic acid, 30.0 g (80.9 mmol) of 2-bromo-7-iodo-9,9-dimethylfluorene, 4.67 g (4.0 mmol) of tetrakis(triphenylphosphine)palladium (0), 200 ml of toluene, 200 ml of dimethoxyethane, and 122.36 g of a 2 M sodium carbonate aqueous solution was refluxed under stirring for 8 h and left standing overnight. After adding water, the mixture was stirred at room temperature for one hour. After filtration and extraction with toluene, th... Reactants: CN(C)CCN, CC(C)O, O=[N+]([O-])c1ccccc1F. Product: CN(C)CCNc1ccccc1[N+](=O)[O-]. RXN SMILES: [CH3:11][N:12]([CH2:13][CH2:14][NH2:15])[CH3:16].[CH:17]([OH:18])([CH3:19])[CH3:20].[F:1][c:2]1[c:3]([N+:8](=[O:9])[O-:10])[cH:4][cH:5][cH:6][cH:7]1>>[c:2]1([NH:15][CH2:14][CH2:13][N:12]([CH3:11])[CH3:16])[c:3]([N+:8](=[O:9])[O-:10])[cH:4][cH:5][cH:6][cH:7]1. Reactants: C(=O)([O-])[O-].[Na+].[Na+] (Na2CO3), CC(C)(C)C1(CC1)N(C([O-])=O)CC1=C(C(=CC(=C1)Br)Cl)Cl (1,1-Dimethylethyl[(5-bromo-2,3-dichlorophenyl)methyl]cyclopropylcarbamate), C(=C)B1OC(C(O1)(C)C)(C)C (2-ethenyl-4,4,5,5-tetramethyl-1,3,2-dioxaborolane), C1(=CC=CC=C1)P(C1=CC=CC=C1)C1=CC=CC=C1 (triphenylphosphine). The reagents and catalysts are C(C)(=O)[O-].[Pd+2].C(C)(=O)[O-] (palladium(II) acetate). The solvent is C(CC)O (n-PrOH), CN(C)C=O (DMF), O (water). Conditions: temperature 90 celsius. Yields the product C1(CC1)N(C(OC(C)(C)C)=O)CC1=C(C(=CC(=C1)C=C)Cl)Cl (1,1-Dimethylethyl cyclopropyl[(2,3-dichloro-5-ethenylphenyl)methyl]carbamate). RXN SMILES: CC([C:5]1([N:8]([CH2:12][C:13]2[CH:18]=[C:17](Br)[CH:16]=[C:15]([Cl:20])[C:14]=2[Cl:21])[C:9](=[O:11])[O-:10])[CH2:7][CH2:6]1)(C)C.C(B1O[C:27](C)(C)[C:26]([CH3:32])([CH3:31])O1)=C.[C:33]1(P(C2C=CC=CC=2)C2C=CC=CC=2)C=CC=C[CH:34]=1.C([O-])([O-])=O.[Na+].[Na+]>O.C([O-])(=O)C.[Pd+2].C([O-])(=O)C.C(O)CC.CN(C=O)C>[CH:5]1([N:8]([CH2:12][C:13]2[CH:18]=[C:17]([CH:33]=[CH2:34])[CH:16]=[C:15]([Cl:20])[C:14]=2[Cl:21])[C:9](=[O:11])[O:10][C:26]([CH3:32])([CH3:31])[CH3:27])[CH2:6][CH2:7]1 |f:3.4.5,7.8.9|. Reported procedure: 1,1-Dimethylethyl[(5-bromo-2,3-dichlorophenyl)methyl]cyclopropylcarbamate (1 eq.) from the previous step and 2-ethenyl-4,4,5,5-tetramethyl-1,3,2-dioxaborolane (1 eq.) were combined in a 2:1 (v/v) mixture of DMF:n-PrOH (0.1 M). To this solution was then added palladium(II) acetate (0.05 eq.) and triphenylphosphine (0.15 eq.) before the vessel was repeatedly evacuated and back-filled with nitrogen. Finally, 2 N aq. Na2CO3 (2 eq.) was added and the resulting biphasic suspension was heated at 90° C.... Reactants: ClCCl, O=C(O)C(F)(F)F, CC(C)(C)OC(=O)N1CCC2(CCN(c3ccc4cnccc4c3)CC2)C1. Product: O=C(O)C(F)(F)F, c1cc2cc(N3CCC4(CCNC4)CC3)ccc2cn1. As a reaction SMILES: [CH2:35]([Cl:36])[Cl:37].[F:1][C:2]([C:3](=[O:4])[OH:5])([F:6])[F:7].[cH:8]1[n:9][cH:10][cH:11][c:12]2[cH:13][c:14]([N:18]3[CH2:19][CH2:20][C:21]4([CH2:22][CH2:23][N:24]([C:26]([O:27][C:28]([CH3:29])([CH3:30])[CH3:31])=[O:32])[CH2:25]4)[CH2:33][CH2:34]3)[cH:15][cH:16][c:17]12>>[F:1][C:2]([C:3](=[O:4])[OH:5])([F:6])[F:7].[cH:8]1[n:9][cH:10][cH:11][c:12]2[cH:13][c:14]([N:18]3[CH2:19][CH2:20][C:21]4([CH2:22][CH2:23][NH:24][CH2:25]4)[CH2:33][CH2:34]3)[cH:15][cH:16][c:17]12.